From a dataset of the Open Reaction Database (ORD), a public repository of structured organic reaction records. describe an organic reaction: reactants, conditions, products, and yield Starting materials: CC1=CC=CC(=N1)N (6-Methyl-pyridin-2-ylamine), C1=C(C=CC2=CC=CC=C12)S(=O)(=O)Cl (2-naphthalenesulfonyl chloride). Solvent: N1=CC=CC=C1 (pyridine). Conditions: time 12 hour. Yields the product CC1=CC=CC(=N1)NS(=O)(=O)C1=CC2=CC=CC=C2C=C1 (naphthalene-2-sulfonic acid (6-methyl-pyridin-2-yl)-amide). The yield is 79.0%. RXN SMILES: [CH3:1][C:2]1[N:7]=[C:6]([NH2:8])[CH:5]=[CH:4][CH:3]=1.[CH:9]1[C:18]2[C:13](=[CH:14][CH:15]=[CH:16][CH:17]=2)[CH:12]=[CH:11][C:10]=1[S:19](Cl)(=[O:21])=[O:20]>N1C=CC=CC=1>[CH3:1][C:2]1[N:7]=[C:6]([NH:8][S:19]([C:10]2[CH:11]=[CH:12][C:13]3[C:18](=[CH:17][CH:16]=[CH:15][CH:14]=3)[CH:9]=2)(=[O:21])=[O:20])[CH:5]=[CH:4][CH:3]=1. Procedure: 6-Methyl-pyridin-2-ylamine (1 g) and 2-naphthalenesulfonyl chloride (2.3 g) were dissolved in pyridine (5 mL) and the resulting mixture was allowed to stir at RT for 12 hours. After concentration in vacuo the residue was taken up in EtOAc, the solution washed with 1 N aqueous HCl, saturated brine then dried over sodium sulphate and concentrated in vacuo. The residue was purified by flash chromatography (heptane/EtOAc 5:1) to give the desired product naphthalene-2-sulfonic acid (6-methyl-pyridin-... Starting materials: ClC1=C(C(=CC(=C1)CNC(=NC(CC1=CNC2=CC=C(C=C12)OC)=O)N)Cl)NC(C)=O (N-(2,6-Dichloro-4-{N′-[2-(5-methoxy-1H-indol-3-yl)-acetyl]-guanidinomethyl}-phenyl)-acetamide), C(C)(=O)NC1=C(C=C(CN)C=C1Cl)Cl (4-acetamido-3,5-dichloro-benzylamine), ( B ), CC=1NC2=CC=CC=C2C1CC(=O)O (2-(2-methyl-1H-indol-3-yl)acetic acid), ( A ), 446.08. Yields the product ClC1=C(C(=CC(=C1)CNC(=NC(CC1=C(NC2=CC=CC=C12)C)=O)N)Cl)NC(C)=O (N-(2,6-Dichloro-4-{N′-[2-(2-methyl-1H-indol-3-yl)-acetyl]-guanidinomethyl}-phenyl)-acetamide). RXN SMILES: [Cl:1][C:2]1[CH:7]=[C:6]([CH2:8][NH:9][C:10]([NH2:26])=[N:11][C:12](=[O:25])[CH2:13][C:14]2[C:22]3[C:17](=[CH:18][CH:19]=[C:20](OC)[CH:21]=3)[NH:16][CH:15]=2)[CH:5]=[C:4]([Cl:27])[C:3]=1[NH:28][C:29](=[O:31])[CH3:30].[CH3:32]C1NC2C(C=1CC(O)=O)=CC=CC=2.C(NC1C(Cl)=CC(CN)=CC=1Cl)(=O)C>>[Cl:27][C:4]1[CH:5]=[C:6]([CH2:8][NH:9][C:10]([NH2:26])=[N:11][C:12](=[O:25])[CH2:13][C:14]2[C:22]3[C:17](=[CH:18][CH:19]=[CH:20][CH:21]=3)[NH:16][C:15]=2[CH3:32])[CH:7]=[C:2]([Cl:1])[C:3]=1[NH:28][C:29](=[O:31])[CH3:30]. Procedure details: In a manner similar to that used in the preparation of the compound of example 2, but using 2-(2-methyl-1H-indol-3-yl)acetic acid in step 11 (A) and 4-acetamido-3,5-dichloro-benzylamine (preparation B) in step 11 (B), the title compound was prepared. MS (ESI) (M+H)+=446.08 1H-NMR (500 MHz, CD3OD) δ 7.36-7.50 (m, 3 H), 7.30 (d, J=7.93 Hz, 1 H), 7.00-7.10 (m, 2 H), 4.52 (s, 2 H), 3.92 (s, 2 H), 2.44 (s, 3 H), 2.19 (s, 3 H). Procedure details: Combine (S)-2-(2-naphthalen-1-yl-ethyl)-piperazine (720 mg, 3.0 mmol), 2-methyl-4H-3-thia-4,9-diaza-benzo[f]azulen-10-ylamine (686 mg, 3.0 mmol), toluene (6 mL), DMSO (1.5 mL) and glacial acetic acid (1 drop). Heat at 105° C. After 48 h, cool to ambient temperature and dilute with ethyl acetate and water. Extract with ethyl acetate. Wash the extracts with water and brine, dry over sodium sulfate, filter and concentrate the filtrate. Purify by silica gel chromatography using 2N ammonia in methano... The yield is 21.4%. The reagents and catalysts are C(C)(=O)O (acetic acid). Starting materials: C1(=CC=CC2=CC=CC=C12)CC[C@@H]1NCCNC1 ((S)-2-(2-naphthalen-1-yl-ethyl)-piperazine), CS(=O)C (DMSO), CC1=CC=2C(=NC3=C(NC2S1)C=CC=C3)N (2-methyl-4H-3-thia-4,9-diaza-benzo[f]azulen-10-ylamine), C1(=CC=CC=C1)C (toluene). Reaction SMILES: [C:1]1([CH2:11][CH2:12][C@H:13]2[CH2:18][NH:17][CH2:16][CH2:15][NH:14]2)[C:10]2[C:5](=[CH:6][CH:7]=[CH:8][CH:9]=2)[CH:4]=[CH:3][CH:2]=1.[CH3:19][C:20]1[S:29][C:28]2[NH:27][C:26]3[CH:30]=[CH:31][CH:32]=[CH:33][C:25]=3[N:24]=[C:23](N)[C:22]=2[CH:21]=1.C1(C)C=CC=CC=1.CS(C)=O>C(O)(=O)C.C(OCC)(=O)C.O>[CH3:19][C:20]1[S:29][C:28]2[NH:27][C:26]3[CH:30]=[CH:31][CH:32]=[CH:33][C:25]=3[N:24]=[C:23]([N:17]3[CH2:16][CH2:15][NH:14][C@@H:13]([CH2:12][CH2:11][C:1]4[C:10]5[C:5](=[CH:6][CH:7]=[CH:8][CH:9]=5)[CH:4]=[CH:3][CH:2]=4)[CH2:18]3)[C:22]=2[CH:21]=1. The product is CC1=CC=2C(=NC3=C(NC2S1)C=CC=C3)N3C[C@@H](NCC3)CCC3=CC=CC1=CC=CC=C31 ((S)-2-Methyl-10-[3-(2-naphthalen-1-yl-ethyl)-piperazin-1-yl]-4H-3-thia-4,9-diaza-benzo[f]azulene). The solvent is C(C)(=O)OCC (ethyl acetate), O (water). Reaction conditions: temperature 105 celsius, time 48 hour. Starting materials: C1(=CC=CC=C1)S(=O)(=O)OC1CCC2=NC3=CC(=CC=C3C(N2C1)=O)Br (3-bromo-11-oxo-7,8,9,11-tetrahydro-6H-pyrido[2,1-b]quinazolin-8-yl benzenesulfonate), CNC (dimethylamine). Run in C(C)#N (acetonitrile), O (water). Product: BrC1=CC=C2C(N3C(=NC2=C1)CCC(C3)N(C)C)=O (3-bromo-8-(dimethylamino)-8,9-dihydro-6H-pyrido[2,1-b]quinazolin-11(7H)-one). As a reaction SMILES: C1(S(O[CH:11]2[CH2:24][N:23]3[C:14](=[N:15][C:16]4[C:21]([C:22]3=[O:25])=[CH:20][CH:19]=[C:18]([Br:26])[CH:17]=4)[CH2:13][CH2:12]2)(=O)=O)C=CC=CC=1.[CH3:27][NH:28][CH3:29]>C(#N)C.O>[Br:26][C:18]1[CH:17]=[C:16]2[C:21]([C:22](=[O:25])[N:23]3[CH2:24][CH:11]([N:28]([CH3:29])[CH3:27])[CH2:12][CH2:13][C:14]3=[N:15]2)=[CH:20][CH:19]=1. Procedure: A solution of 3-bromo-11-oxo-7,8,9,11-tetrahydro-6H-pyrido[2,1-b]quinazolin-8-yl benzenesulfonate (0.15 g, 0.34 mmol, 1 equiv) and excess aq. dimethylamine in acetonitrile (6 mL) was stirred at 70° C. for 3 hours. After it was cooled to rt, the reaction mixture was diluted with water and extracted with ethyl acetate (3×20 mL). The combined organic layers were dried over Na2SO4. After filtration and concentration, the residue was purified by silica gel chromatography to give the desired product. Starting materials: O, O=[N+]([O-])O, O=c1ccc2c3c(ccc2[nH]1)CC(CO)O3. Reaction SMILES: [OH2:21].[OH:1][N+:2]([O-:3])=[O:4].[OH:5][CH2:6][CH:7]1[CH2:8][c:9]2[c:10]([c:11]3[cH:12][cH:13][c:14](=[O:19])[nH:15][c:16]3[cH:17][cH:18]2)[O:20]1>>[O-:1][N+:2](=[O:4])[C:7]1([CH2:6][OH:5])[CH2:8][c:9]2[c:10]([c:11]3[cH:12][cH:13][c:14](=[O:19])[nH:15][c:16]3[cH:17][cH:18]2)[O:20]1. The product is O=c1ccc2c3c(ccc2[nH]1)CC(CO)([N+](=O)[O-])O3. Reactants: NC1=CC=C(C(=O)[C@@H]2[C@@H](C2)C(=O)O)C=C1 (cis-2-(p-aminobenzoyl)-cyclopropanecarboxylic acid), O.NN (hydrazine hydrate). Run in C(C)O (ethanol). Product: NC1=CC=C(C=C1)C=1C2CC2C(NN1)=O (2-(p-aminophenyl)-3,4-diaza-bicyclo[4.1.0]-hept-2-en-5-one). Isolated yield 94.8%. RXN SMILES: [NH2:1][C:2]1[CH:15]=[CH:14][C:5]([C:6]([C@H:8]2[CH2:10][C@H:9]2[C:11](O)=[O:12])=O)=[CH:4][CH:3]=1.O.[NH2:17][NH2:18]>C(O)C>[NH2:1][C:2]1[CH:15]=[CH:14][C:5]([C:6]2[CH:8]3[CH:9]([C:11](=[O:12])[NH:17][N:18]=2)[CH2:10]3)=[CH:4][CH:3]=1 |f:1.2|. Procedure details: 20 g (97.5 millimoles) of cis-2-(p-aminobenzoyl)-cyclopropanecarboxylic acid, 5.9 g (118 millimoles) of hydrazine hydrate and 100 ml of ethanol are refluxed for 5 hours. After filtering off the product at 10° C. and drying it under reduced pressure at 50° C., 18.6 g (95% of theory) of 2-(p-aminophenyl)-3,4-diaza-bicyclo[4.1.0]-hept-2-en-5-one are obtained as pale yellow crystals, which are identical with the compound from Example 8a.